This data is from the Open Reaction Database (ORD), a public repository of structured organic reaction records. The task is: describe an organic reaction: reactants, conditions, products, and yield The reactants are O[C@@H]1[C@H](CCCC1)N1C=NC2=C3C(=C(C=C2C1=O)C=O)C=CC=C3 (3-[(1S,2S)-2-hydroxycyclohexyl]-4-oxo-3,4-dihydrobenzo[h]quinazoline-6-carbaldehyde), NC1=C(C=C(C2=CC=CC=C12)Br)C(=O)OC (methyl 1-amino-4-bromo-2-naphthoate). The product is O[C@@H]1[C@H](CCCC1)N1C=NC2=C3C(=C(C=C2C1=O)C=O)C=NC=C3 (3-[(1S,2S)-2-Hydroxycyclohexyl]-4-oxo-3,4-dihydropyrido[3,4-h]quinazoline-6-carbaldehyde). RXN SMILES: [OH:1][C@H:2]1[CH2:7][CH2:6][CH2:5][CH2:4][C@@H:3]1[N:8]1[C:17](=[O:18])[C:16]2[C:11](=[C:12]3[CH:24]=[CH:23]C=[CH:21][C:13]3=[C:14]([CH:19]=[O:20])[CH:15]=2)[N:10]=[CH:9]1.[NH2:25]C1C2C(=CC=CC=2)C(Br)=CC=1C(OC)=O>>[OH:1][C@H:2]1[CH2:7][CH2:6][CH2:5][CH2:4][C@@H:3]1[N:8]1[C:17](=[O:18])[C:16]2[C:11](=[C:12]3[CH:24]=[CH:23][N:25]=[CH:21][C:13]3=[C:14]([CH:19]=[O:20])[CH:15]=2)[N:10]=[CH:9]1. Reported procedure: 3-[(1S,2S)-2-Hydroxycyclohexyl]-4-oxo-3,4-dihydropyrido[3,4-h]quinazoline-6-carbaldehyde was prepared by the procedure described for the synthesis of 3-[(1S,2S)-2-hydroxycyclohexyl]-4-oxo-3,4-dihydrobenzo[h]quinazoline-6-carbaldehyde in Example 2, substituting methyl 5-amino-8-bromoisoquinoline-6-carboxylate for methyl 1-amino-4-bromo-2-naphthoate.